From a dataset of the Open Reaction Database (ORD), a public repository of structured organic reaction records. describe an organic reaction: reactants, conditions, products, and yield The reactants are CC(OCc1ccccc1)c1n[nH]c(=O)o1, CCN(C(C)C)C(C)C, CN(C)C=O, O, C[Si](C)(C)CCOCN(COCC[Si](C)(C)C)c1cc(C2CCNCC2)nc2c(-c3ccc(-c4ccccc4)nc3)cnn12. Product: CC(OCc1ccccc1)c1nnc(N2CCC(c3cc(N(COCC[Si](C)(C)C)COCC[Si](C)(C)C)n4ncc(-c5ccc(-c6ccccc6)nc5)c4n3)CC2)o1. Reaction SMILES: [CH2:1]([c:2]1[cH:3][cH:4][cH:5][cH:6][cH:7]1)[O:8][CH:9]([CH3:10])[c:11]1[n:12][nH:13][c:14](=[O:16])[o:15]1.[CH:61]([N:62]([CH2:63][CH3:64])[CH:65]([CH3:66])[CH3:67])([CH3:68])[CH3:69].[O:71]=[CH:72][N:73]([CH3:74])[CH3:75].[OH2:70].[c:17]1(-[c:23]2[cH:24][cH:25][c:26](-[c:29]3[cH:30][n:31][n:32]4[c:33]3[n:34][c:35]([CH:55]3[CH2:56][CH2:57][NH:58][CH2:59][CH2:60]3)[cH:36][c:37]4[N:38]([CH2:39][O:40][CH2:41][CH2:42][Si:43]([CH3:44])([CH3:45])[CH3:46])[CH2:47][O:48][CH2:49][CH2:50][Si:51]([CH3:52])([CH3:53])[CH3:54])[cH:27][n:28]2)[cH:18][cH:19][cH:20][cH:21][cH:22]1>>[CH2:1]([c:2]1[cH:3][cH:4][cH:5][cH:6][cH:7]1)[O:8][CH:9]([CH3:10])[c:11]1[n:12][n:13][c:14]([N:58]2[CH2:57][CH2:56][CH:55]([c:35]3[n:34][c:33]4[c:29](-[c:26]5[cH:25][cH:24][c:23](-[c:17]6[cH:18][cH:19][cH:20][cH:21][cH:22]6)[n:28][cH:27]5)[cH:30][n:31][n:32]4[c:37]([N:38]([CH2:39][O:40][CH2:41][CH2:42][Si:43]([CH3:44])([CH3:45])[CH3:46])[CH2:47][O:48][CH2:49][CH2:50][Si:51]([CH3:52])([CH3:53])[CH3:54])[cH:36]3)[CH2:60][CH2:59]2)[o:15]1. Reaction SMILES: [C:1]([O:4][C:5]1[CH:22]=[CH:21][C:20]2[C@@H:19]3[C@H:10]([C@H:11]4[C@@:15]([CH2:17][CH2:18]3)([CH3:16])[C:14](=[O:23])[CH2:13][CH2:12]4)[C@H:9]([CH2:24][CH2:25][CH2:26][CH2:27][CH2:28][CH2:29][CH2:30][CH2:31][CH2:32][CH2:33][CH2:34][O:35][C:36](=[O:38])[CH3:37])[CH2:8][C:7]=2[CH:6]=1)(=[O:3])[CH3:2].[CH2:39](O)[CH2:40][OH:41].C(OC)(OC)OC.C1(C)C=CC(S(O)(=O)=O)=CC=1>ClCCl>[C:1]([O:4][C:5]1[CH:22]=[CH:21][C:20]2[C@@H:19]3[C@H:10]([C@H:11]4[C@@:15]([CH2:17][CH2:18]3)([CH3:16])[C:14]3([O:41][CH2:40][CH2:39][O:23]3)[CH2:13][CH2:12]4)[C@H:9]([CH2:24][CH2:25][CH2:26][CH2:27][CH2:28][CH2:29][CH2:30][CH2:31][CH2:32][CH2:33][CH2:34][O:35][C:36](=[O:38])[CH3:37])[CH2:8][C:7]=2[CH:6]=1)(=[O:3])[CH3:2]. Procedure details: 7.85 g of 3-acetoxy-7α-(11-acetoxyundecyl)-1,3,5(10)-estratrien-17-one is stirred under reflux in 51 ml of dichloromethane and 51 ml of ethylene glycol with 24 ml of trimethyl orthoformate and 159 mg of p-toluenesulfonic acid for 0.5 hour. For working up purposes, the mixture is diluted with dichloromethane, washed with sodium bicarbonate and sodium chloride solutions, dried over sodium sulfate, concentrated to dryness under vacuum, and chromatographed on silica gel with hexane/ethyl acetate, yi... Reactants: C(CO)O (ethylene glycol), C(OC)(OC)OC (trimethyl orthoformate), C1(=CC=C(C=C1)S(=O)(=O)O)C (p-toluenesulfonic acid), C(C)(=O)OC1=CC=2C[C@H]([C@H]3[C@@H]4CCC([C@@]4(C)CC[C@@H]3C2C=C1)=O)CCCCCCCCCCCOC(C)=O (3-acetoxy-7α-(11-acetoxyundecyl)-1,3,5(10)-estratrien-17-one). Yields the product C(C)(=O)OC1=CC=2C[C@H]([C@H]3[C@@H]4CCC5([C@@]4(C)CC[C@@H]3C2C=C1)OCCO5)CCCCCCCCCCCOC(C)=O (3-acetoxy-7α-(11-acetoxyundecyl)-17,17-ethylenedioxy-1,3,5(10)-estratriene). The solvent is ClCCl (dichloromethane), ClCCl (dichloromethane). Starting materials: CC(=O)O, CC#N, [Ca+2], [O-]Cl, [O-]Cl, O=C1CCOc2c(OC(F)(F)F)cccc21, O, O. The product is O=C1CCOc2c(OC(F)(F)F)cc(Cl)cc21. RXN SMILES: [C:22]([OH:23])(=[O:24])[CH3:25].[CH3:27][C:28]#[N:29].[Ca+2:3].[Cl:1][O-:2].[Cl:4][O-:5].[F:6][C:7]([O:8][c:9]1[cH:10][cH:11][cH:12][c:13]2[c:18]1[O:17][CH2:16][CH2:15][C:14]2=[O:19])([F:20])[F:21].[OH2:26].[OH2:30]>>[Cl:1][c:11]1[cH:10][c:9]([O:8][C:7]([F:6])([F:20])[F:21])[c:18]2[c:13]([cH:12]1)[C:14](=[O:19])[CH2:15][CH2:16][O:17]2. Reactants: N1C=C(C=C1)C1=NC=CC=C1 (2-(1H-Pyrrol-3-yl)pyridine), FC=1C=C(C#N)C=CC1 (3-fluorobenzonitrile), C([O-])([O-])=O.[K+].[K+] (potassium carbonate). Solvent: CN(C)C=O (DMF). Yields the product N1=C(C=CC=C1)C1=CN(C=C1)C=1C=C(C#N)C=CC1 (3-(3-pyridin-2-yl-1H-pyrrol-1-yl)benzonitrile). As a reaction SMILES: [NH:1]1[CH:5]=[CH:4][C:3]([C:6]2[CH:11]=[CH:10][CH:9]=[CH:8][N:7]=2)=[CH:2]1.F[C:13]1[CH:14]=[C:15]([CH:18]=[CH:19][CH:20]=1)[C:16]#[N:17].C(=O)([O-])[O-].[K+].[K+]>CN(C=O)C>[N:7]1[CH:8]=[CH:9][CH:10]=[CH:11][C:6]=1[C:3]1[CH:4]=[CH:5][N:1]([C:13]2[CH:14]=[C:15]([CH:18]=[CH:19][CH:20]=2)[C:16]#[N:17])[CH:2]=1 |f:2.3.4|. Procedure details: 2-(1H-Pyrrol-3-yl)pyridine (0.144 g, 11.0 mmol), 3-fluorobenzonitrile (1.21 g, 10 mmol), and potassium carbonate (0.0.276 g, 2 mmol) were heated at 145° C. in DMF (0.5 mL) for 14 h. After this time, the reaction mixture was cooled to rt and quenched with H2O (30 mL). The mixture was extracted with EtOAc (3×25 mL) and the combined organic extracts washed with brine. The organic phase was dried over Na2SO4, concentrated in vacuo and the residue was chromatographed on silica gel eluting with EtOAc:... Starting materials: ClC=1C=C2C(=CN1)NC(=C2)C(=O)O (5-Chloro-1H-pyrrolo[2,3-c]pyridine-2-carboxylic acid), CCN=C=NCCCN(C)C (EDCI), CCN(C(C)C)C(C)C (DIPEA), COC([C@H]([C@H](CC1=CC=CC=C1)N)O)=O ((3S,2S)-3-amino-2-hydroxy-4-phenylbutyric acid methyl ester), C=1C=CC2=C(C1)N=NN2O (HOBt). Solvent: CN(C)C=O (DMF). The product is COC([C@H]([C@H](CC1=CC=CC=C1)NC(=O)C1=CC=2C(=CN=C(C2)Cl)N1)O)=O (3-(S)-[(5-Chloro-1H-pyrrolo[2,3-c]pyridine-2-carbonyl)amino]-2-(S)-hydroxy-4-phenylbutyric acid methyl ester). RXN SMILES: [Cl:1][C:2]1[CH:3]=[C:4]2[CH:10]=[C:9]([C:11]([OH:13])=O)[NH:8][C:5]2=[CH:6][N:7]=1.[CH3:14][O:15][C:16](=[O:28])[C@@H:17]([OH:27])[C@@H:18]([NH2:26])[CH2:19][C:20]1[CH:25]=[CH:24][CH:23]=[CH:22][CH:21]=1.C1C=CC2N(O)N=NC=2C=1.CCN=C=NCCCN(C)C.CCN(C(C)C)C(C)C>CN(C=O)C>[CH3:14][O:15][C:16](=[O:28])[C@@H:17]([OH:27])[C@@H:18]([NH:26][C:11]([C:9]1[NH:8][C:5]2=[CH:6][N:7]=[C:2]([Cl:1])[CH:3]=[C:4]2[CH:10]=1)=[O:13])[CH2:19][C:20]1[CH:25]=[CH:24][CH:23]=[CH:22][CH:21]=1. Procedure details: 5-Chloro-1H-pyrrolo[2,3-c]pyridine-2-carboxylic acid (Preparation 18, 170 mg, 0.86 mmol) and (3S,2S)-3-amino-2-hydroxy-4-phenylbutyric acid methyl ester (Preparation 21A, 174 mg, 0.83 mmol) were coupled under similar conditions to EXAMPLE 43 using HOBt (142 mg, 0.93 mmol), EDCI (200 mg, 1.04 mmol), DIPEA (0.32 ml, 1.87 mmol) in DMF (10 ml). The crude product was purified by chromatography on silica gel eluting with hexane/ethyl acetate (25:75) to give the title compound as a colourless oil. δH (...